The task is: describe an organic reaction: reactants, conditions, products, and yield. This data is from the Open Reaction Database (ORD), a public repository of structured organic reaction records. The reactants are CC(Oc1ccc(S(C)(=O)=O)cc1C(=O)O)C(F)(F)F, FC(F)(F)c1cccc2c1CNCC2. Product: CC(Oc1ccc(S(C)(=O)=O)cc1C(=O)N1CCc2cccc(C(F)(F)F)c2C1)C(F)(F)F. RXN SMILES: [CH3:15][S:16](=[O:17])(=[O:18])[c:19]1[cH:20][cH:21][c:22]([O:28][CH:29]([C:30]([F:31])([F:32])[F:33])[CH3:34])[c:23]([C:24](=[O:25])[OH:26])[cH:27]1.[F:1][C:2]([c:3]1[cH:4][cH:5][cH:6][c:7]2[c:12]1[CH2:11][NH:10][CH2:9][CH2:8]2)([F:13])[F:14]>>[F:1][C:2]([c:3]1[cH:4][cH:5][cH:6][c:7]2[c:12]1[CH2:11][N:10]([C:24]([c:23]1[c:22]([O:28][CH:29]([C:30]([F:31])([F:32])[F:33])[CH3:34])[cH:21][cH:20][c:19]([S:16]([CH3:15])(=[O:17])=[O:18])[cH:27]1)=[O:25])[CH2:9][CH2:8]2)([F:13])[F:14]. The reactants are C(C1=CC=CC=C1)C=1NC2=CC=C(C=C2C1C1=CC=NC=C1)O (2-benzyl-3-(4-pyridyl)-1H-indole-5-ol), C(C)OC(C(C)(C)Br)=O (2-bromo-2-methyl-propanoic acid ethylester). Product: C(C)OC(C(C)(C)OC=1C=C2C(=C(NC2=CC1)CC1=CC=CC=C1)C1=CC=NC=C1)=O (2-[2-Benzyl-3-(4-pyridyl)-1H-indole-5-yloxy]-2-methyl-propanoic acid ethylester). As a reaction SMILES: [CH2:1]([C:8]1[NH:9][C:10]2[C:15]([C:16]=1[C:17]1[CH:22]=[CH:21][N:20]=[CH:19][CH:18]=1)=[CH:14][C:13]([OH:23])=[CH:12][CH:11]=2)[C:2]1[CH:7]=[CH:6][CH:5]=[CH:4][CH:3]=1.[CH2:24]([O:26][C:27](=[O:32])[C:28](Br)([CH3:30])[CH3:29])[CH3:25]>>[CH2:24]([O:26][C:27](=[O:32])[C:28]([O:23][C:13]1[CH:14]=[C:15]2[C:10](=[CH:11][CH:12]=1)[NH:9][C:8]([CH2:1][C:2]1[CH:3]=[CH:4][CH:5]=[CH:6][CH:7]=1)=[C:16]2[C:17]1[CH:18]=[CH:19][N:20]=[CH:21][CH:22]=1)([CH3:30])[CH3:29])[CH3:25]. Reported procedure: The above compound was prepared from 2-benzyl-3-(4-pyridyl)-1H-indole-5-ol and 2-bromo-2-methyl-propanoic acid ethylester using a procedure analogous to that of Example 10. The reactants are CCS, Nc1ccc([N+](=O)[O-])c(Cl)n1. Yields the product CCSc1nc(N)ccc1[N+](=O)[O-]. As a reaction SMILES: [CH2:12]([CH3:13])[SH:14].[NH2:1][c:2]1[cH:3][cH:4][c:5]([N+:9](=[O:10])[O-:11])[c:6]([Cl:8])[n:7]1>>[NH2:1][c:2]1[cH:3][cH:4][c:5]([N+:9](=[O:10])[O-:11])[c:6]([S:14][CH2:12][CH3:13])[n:7]1. Starting materials: C=C[Si](Cl)(Cl)Cl, Cl[SiH](Cl)Cl. The product is Cl[Si](Cl)(Cl)CC[Si](Cl)(Cl)Cl. Reaction SMILES: [CH:1](=[CH2:2])[Si:3]([Cl:4])([Cl:5])[Cl:6].[Cl:7][SiH:8]([Cl:9])[Cl:10]>>[CH2:1]([CH2:2][Si:8]([Cl:7])([Cl:9])[Cl:10])[Si:3]([Cl:4])([Cl:5])[Cl:6]. Starting materials: 3,3-dimethyl-1-(4-methoximinomethyl-phenoxy)-1-(1,2,4-triazol-1-yl)-tutan-2, CC(C(CN1N=CN=C1)=O)(C)C (3,3-dimethyl-1-(1,2,4-triazol-1-yl)-butan-2-one), BrBr (bromine). The product is BrC(C(C(C)(C)C)=O)N1N=CN=C1 (1-bromo(1,2,4-triazol-1-yl)-3,3-dimethyl-butan-2-one). As a reaction SMILES: [CH3:1][C:2]([CH3:12])([CH3:11])[C:3](=[O:10])[CH2:4][N:5]1[CH:9]=[N:8][CH:7]=[N:6]1.[Br:13]Br>>[Br:13][CH:4]([N:5]1[CH:9]=[N:8][CH:7]=[N:6]1)[C:3](=[O:10])[C:2]([CH3:12])([CH3:11])[CH3:1]. Procedure: Thus, for example, 3,3-dimethyl-1-(4-methoximinomethyl-phenoxy)-1-(1,2,4-triazol-1-yl)-tutan-2-one of the formula ##STR11## can be prepared by reacting 3,3-dimethyl-1-(1,2,4-triazol-1-yl)-butan-2-one initially with bromine to form 1-bromo(1,2,4-triazol-1-yl)-3,3-dimethyl-butan-2-one and subsequently reacting this with 4-hydroxybenzaldehyde 0-methyloxime ether in the presence of a base. This synthesis can be illustrated by the formulae as follows: ##STR12## Starting materials: solid, Cl.Cl.O1CCC2=C1C=CC=C2C2CCN(CC2)CC[C@@H]2CC[C@H](CC2)N (trans-4-{2-[4-(2,3-dihydro-benzofuran-4-yl)-piperidin-1-yl]-ethyl}-cyclohexylamine dihydrochloride), Cl.Cl.O1CCC2=C1C=CC=C2C2CCN(CC2)CC[C@@H]2CC[C@H](CC2)N (trans-4-{2-[4-(2,3-dihydro-benzofuran-4-yl)-piperidin-1-yl]-ethyl}-cyclohexylamine dihydrochloride), ClC1=CC=C(C(=O)O)C=C1 (4-chloro-benzoic acid). The product is ClC1=CC=C(C(=O)N[C@@H]2CC[C@H](CC2)CCN2CCC(CC2)C2=CC=CC3=C2CCO3)C=C1 (trans-4-Chloro-N-(4-{2-[4-(2,3-dihydro-benzofuran-4-yl)-piperidin-1-yl]-ethyl}-cyclohexyl)-benzamide). As a reaction SMILES: Cl.Cl.[O:3]1[C:7]2[CH:8]=[CH:9][CH:10]=[C:11]([CH:12]3[CH2:17][CH2:16][N:15]([CH2:18][CH2:19][C@H:20]4[CH2:25][CH2:24][C@H:23]([NH2:26])[CH2:22][CH2:21]4)[CH2:14][CH2:13]3)[C:6]=2[CH2:5][CH2:4]1.[Cl:27][C:28]1[CH:36]=[CH:35][C:31]([C:32](O)=[O:33])=[CH:30][CH:29]=1>>[Cl:27][C:28]1[CH:36]=[CH:35][C:31]([C:32]([NH:26][C@H:23]2[CH2:22][CH2:21][C@H:20]([CH2:19][CH2:18][N:15]3[CH2:16][CH2:17][CH:12]([C:11]4[C:6]5[CH2:5][CH2:4][O:3][C:7]=5[CH:8]=[CH:9][CH:10]=4)[CH2:13][CH2:14]3)[CH2:25][CH2:24]2)=[O:33])=[CH:30][CH:29]=1 |f:0.1.2|. Procedure details: The title compound, light yellow solid (73 mg, 63%), MS (ISP) m/z=467.3 [(M+H)+], mp 224° C., was prepared in accordance with the general method of example 1 from trans-4-{2-[4-(2,3-dihydro-benzofuran-4-yl)-piperidin-1-yl]-ethyl}-cyclohexylamine dihydrochloride (intermediate B) (100 mg, 0.25 mmol) and 4-chloro-benzoic acid. Starting materials: C(C)(=O)O[C@@H]1O[C@@H]([C@H]([C@@H]([C@H]1NC(=S)NC(=O)OCC1C2=CC=CC=C2C=2C=CC=CC12)OC(C)=O)OC(C)=O)COC(C)=O ((2S,3R,4R,5S,6R)-6-(acetoxymethyl)-3-(3-(((9H-fluoren-9-yl)methoxy)carbonyl)thioureido)-tetrahydro-2H-pyran-2,4,5-triyl triacetate), C(=O)(O)[O-].[Na+] (NaHCO3), Cl[Sn](Cl)(Cl)Cl (SnCl4). The solvent is C(Cl)Cl (CH2Cl2). Reaction conditions: time 16 hour. Product: EtOAc hexanes, C(C)(=O)O[C@H]1[C@@H]([C@H]2N=C(S[C@H]2O[C@@H]1COC(C)=O)NC(=O)OCC1C2=CC=CC=C2C=2C=CC=CC12)OC(C)=O ((3aR,5R,6S,7R,7aR)-5-(acetoxymethyl)-2-(((9H-fluoren-9-yl)methoxy)carbonylamino)-5,6,7,7a-tetrahydro-3aH-pyrano[3,2-d]thiazole-6,7-diyl diacetate). Isolated yield 69.0%. As a reaction SMILES: C(O[C@H:5]1[C@H:10]([NH:11][C:12]([NH:14][C:15]([O:17][CH2:18][CH:19]2[C:31]3[CH:30]=[CH:29][CH:28]=[CH:27][C:26]=3[C:25]3[C:20]2=[CH:21][CH:22]=[CH:23][CH:24]=3)=[O:16])=[S:13])[C@@H:9]([O:32][C:33](=[O:35])[CH3:34])[C@H:8]([O:36][C:37](=[O:39])[CH3:38])[C@@H:7]([CH2:40][O:41][C:42](=[O:44])[CH3:43])[O:6]1)(=O)C.Cl[Sn](Cl)(Cl)Cl.C([O-])(O)=O.[Na+]>C(Cl)Cl>[C:37]([O:36][C@@H:8]1[C@@H:7]([CH2:40][O:41][C:42](=[O:44])[CH3:43])[O:6][C@H:5]2[C@H:10]([N:11]=[C:12]([NH:14][C:15]([O:17][CH2:18][CH:19]3[C:31]4[CH:30]=[CH:29][CH:28]=[CH:27][C:26]=4[C:25]4[C:20]3=[CH:21][CH:22]=[CH:23][CH:24]=4)=[O:16])[S:13]2)[C@H:9]1[O:32][C:33](=[O:35])[CH3:34])(=[O:39])[CH3:38] |f:2.3|. Procedure details: The thiourea from above (200 mg, 0.32 mmol) was dissolved in CH2Cl2 (4 mL) and SnCl4 (0.5 mL, 4.0 mmol) was added. Then the resulting mixture was stirred at room temperature for 16 h. The solution was diluted saturated aqueous NaHCO3 (20 mL), then the resulting mixture was extracted with CH2Cl2 (3×10 mL) and the combined organic extracts were dried (Na2SO4) and concentrated. Flash chromatography of the residue (EtOAc:hexanes 2:3) gave (3aR,5R,6S,7R,7aR)-5-(acetoxymethyl)-2-(((9H-fluoren-9-yl)met...